This data is from the Open Reaction Database (ORD), a public repository of structured organic reaction records. The task is: describe an organic reaction: reactants, conditions, products, and yield Starting materials: BrCCCBr, O=C([O-])[O-], CC#N, Oc1ccc(F)c(F)c1, [K+], [K+]. The product is Fc1ccc(OCCCBr)cc1F. Reaction SMILES: [Br:10][CH2:11][CH2:12][CH2:13][Br:14].[C:15](=[O:16])([O-:17])[O-:18].[C:21](#[N:22])[CH3:23].[F:1][c:2]1[cH:3][c:4]([OH:9])[cH:5][cH:6][c:7]1[F:8].[K+:19].[K+:20]>>[F:1][c:2]1[cH:3][c:4]([O:9][CH2:13][CH2:12][CH2:11][Br:10])[cH:5][cH:6][c:7]1[F:8].